This data is from the Open Reaction Database (ORD), a public repository of structured organic reaction records. The task is: describe an organic reaction: reactants, conditions, products, and yield Starting materials: CC1=NOC(=C1B(O)O)C (3,5-dimethylisoxazol-4-ylboronic acid), BrC=1C(=NN(C1CCO[Si](C)(C)C(C)(C)C)C)C1=CC=C(C=C1)OC (4-bromo-5-(2-(tert-butyldimethylsilyloxy)ethyl)-3-(4-methoxyphenyl)-1-methyl-1-H-pyrazole), CC1=NOC(=C1B(O)O)C (3,5-dimethylisoxazol-4-ylboronic acid), C(=O)([O-])[O-].[K+].[K+] (K2CO3). Reagents/catalysts: C=1C=CC(=CC1)[P](C=2C=CC=CC2)(C=3C=CC=CC3)[Pd]([P](C=4C=CC=CC4)(C=5C=CC=CC5)C=6C=CC=CC6)([P](C=7C=CC=CC7)(C=8C=CC=CC8)C=9C=CC=CC9)[P](C=1C=CC=CC1)(C=1C=CC=CC1)C=1C=CC=CC1 (Pd(PPh3)4), C=1C=CC(=CC1)[P](C=2C=CC=CC2)(C=3C=CC=CC3)[Pd]([P](C=4C=CC=CC4)(C=5C=CC=CC5)C=6C=CC=CC6)([P](C=7C=CC=CC7)(C=8C=CC=CC8)C=9C=CC=CC9)[P](C=1C=CC=CC1)(C=1C=CC=CC1)C=1C=CC=CC1 (Pd(PPh3)4). The solvent is COCCOC (DME), O (water), O (Water). Product: [Si](C)(C)(C(C)(C)C)OCCC1=C(C(=NN1C)C1=CC=C(C=C1)OC)C=1C(=NOC1C)C (4-(5-(2-(tert-butyldimethylsilyloxy)ethyl)-3-(4-methoxyphenyl)-1-methyl-1H-pyrazol-4-yl)-3,5-dimethylisoxazole). The yield is 23.6%. Reaction SMILES: Br[C:2]1[C:3]([C:18]2[CH:23]=[CH:22][C:21]([O:24][CH3:25])=[CH:20][CH:19]=2)=[N:4][N:5]([CH3:17])[C:6]=1[CH2:7][CH2:8][O:9][Si:10]([C:13]([CH3:16])([CH3:15])[CH3:14])([CH3:12])[CH3:11].[CH3:26][C:27]1[C:31](B(O)O)=[C:30]([CH3:35])[O:29][N:28]=1.C([O-])([O-])=O.[K+].[K+]>COCCOC.O.C1C=CC([P]([Pd]([P](C2C=CC=CC=2)(C2C=CC=CC=2)C2C=CC=CC=2)([P](C2C=CC=CC=2)(C2C=CC=CC=2)C2C=CC=CC=2)[P](C2C=CC=CC=2)(C2C=CC=CC=2)C2C=CC=CC=2)(C2C=CC=CC=2)C2C=CC=CC=2)=CC=1>[Si:10]([O:9][CH2:8][CH2:7][C:6]1[N:5]([CH3:17])[N:4]=[C:3]([C:18]2[CH:23]=[CH:22][C:21]([O:24][CH3:25])=[CH:20][CH:19]=2)[C:2]=1[C:31]1[C:27]([CH3:26])=[N:28][O:29][C:30]=1[CH3:35])([C:13]([CH3:16])([CH3:15])[CH3:14])([CH3:12])[CH3:11] |f:2.3.4,^1:52,54,73,92|. Procedure: A mixture of 4-bromo-5-(2-(tert-butyldimethylsilyloxy)ethyl)-3-(4-methoxyphenyl)-1-methyl-1-H-pyrazole (140 mg, 0.33 mmol), 3,5-dimethylisoxazol-4-ylboronic acid (92.8 mg, 0.66 mmol), K2CO3 (328 mg, 2.37 mmol) and Pd(PPh3)4 (19.0 mg, 0.02 mmol) in DME (1 mL) and water (1 mL) was flushed with argon and irradiated in the microwave at 140° C. for 20 min. Full conversion was not achieved. The mixture was filtered to remove palladium black. Irradiation in the microwave was continued until full conver...